This data is from the Open Reaction Database (ORD), a public repository of structured organic reaction records. The task is: describe an organic reaction: reactants, conditions, products, and yield Starting materials: CO (methanol), CCCCCC (hexane), [OH-].[K+] (potassium hydroxide), ClC1=CC=C(C=C1)C=1C=CC(=C(C1)C(C(=O)OCC)=O)CC (ethyl 2-[5-(4-chlorophenyl)-2-ethylphenyl]-2-oxoacetate), CO (methanol), [OH-].[K+] (potassium hydroxide). Run in O (water), O (water). Yields the product ClC1=CC=C(C=C1)C=1C=CC(=C(C1)C(C(=O)O)=O)CC (2-[5-(4-chlorophenyl)-2-ethylphenyl]-2-oxoacetic acid). Yield: 82.9%. As a reaction SMILES: [Cl:1][C:2]1[CH:7]=[CH:6][C:5]([C:8]2[CH:9]=[CH:10][C:11]([CH2:21][CH3:22])=[C:12]([C:14](=[O:20])[C:15]([O:17]CC)=[O:16])[CH:13]=2)=[CH:4][CH:3]=1.CO.[OH-].[K+].CCCCCC>O>[Cl:1][C:2]1[CH:3]=[CH:4][C:5]([C:8]2[CH:9]=[CH:10][C:11]([CH2:21][CH3:22])=[C:12]([C:14](=[O:20])[C:15]([OH:17])=[O:16])[CH:13]=2)=[CH:6][CH:7]=1 |f:2.3|. Procedure details: To a 50 ml volume three-necked flask, ethyl 2-[5-(4-chlorophenyl)-2-ethylphenyl]-2-oxoacetate (9-c) (1.43 g), methanol (1.9 ml), and potassium hydroxide (600 mg) dissolved in water (3 ml) were added at room temperature, then added methanol (7.6 ml) and water (3 ml), and stirred at 40° C. for 2 hours. To the mixture was added hexane and 2N aqueous potassium hydroxide solution (3 ml), and then the layers were separated. The aqueous layer was washed with hexane again. The organic layers were combin... The reactants are NC(CC(=O)NCCC(C)(C)C)C1CCCCC1 (3-amino-3-cyclohexyl-N-(3,3-dimethyl-butyl)-propionamide), [N+](=O)([O-])C=1C(=CC(=NC1)OC1=CC=CC=C1)C=O (5-nitro-2-phenoxy-pyridine-4-carbaldehyde), ClC(C)Cl (dichloroethane), C(C)(=O)O[BH-](OC(C)=O)OC(C)=O.[Na+] (Sodium triacetoxyborohydride). Run in [OH-].[Na+] (Sodium hydroxide). Reaction conditions: time 4 hour. Yields the product C1(CCCCC1)C(CC(=O)NCCC(C)(C)C)NCC1=CC(=NC=C1[N+](=O)[O-])OC1=CC=CC=C1 (3-Cyclohexyl-N-(3,3-dimethyl-butyl)-3-[(5-nitro-2-phenoxy-pyridin-4-ylmethyl)-amino]-propionamide). RXN SMILES: [NH2:1][CH:2]([CH:13]1[CH2:18][CH2:17][CH2:16][CH2:15][CH2:14]1)[CH2:3][C:4]([NH:6][CH2:7][CH2:8][C:9]([CH3:12])([CH3:11])[CH3:10])=[O:5].[N+:19]([C:22]1[C:23]([CH:35]=O)=[CH:24][C:25]([O:28][C:29]2[CH:34]=[CH:33][CH:32]=[CH:31][CH:30]=2)=[N:26][CH:27]=1)([O-:21])=[O:20].ClC(Cl)C.C(O[BH-](OC(=O)C)OC(=O)C)(=O)C.[Na+]>[OH-].[Na+]>[CH:13]1([CH:2]([NH:1][CH2:35][C:23]2[C:22]([N+:19]([O-:21])=[O:20])=[CH:27][N:26]=[C:25]([O:28][C:29]3[CH:30]=[CH:31][CH:32]=[CH:33][CH:34]=3)[CH:24]=2)[CH2:3][C:4]([NH:6][CH2:7][CH2:8][C:9]([CH3:12])([CH3:11])[CH3:10])=[O:5])[CH2:14][CH2:15][CH2:16][CH2:17][CH2:18]1 |f:3.4,5.6|. Reported procedure: A mixture 3-amino-3-cyclohexyl-N-(3,3-dimethyl-butyl)-propionamide (0.57 g, 2.24 mmol), 5-nitro-2-phenoxy-pyridine-4-carbaldehyde (0.57 g, 2.35 mmol), and dichloroethane (100 mL) was stirred for 12 hrs. Sodium triacetoxyborohydride (1.09 g, 5.15 mmol) was added and the resulting mixture was stirred 4 hours at room temperature. Sodium hydroxide solution ([0.1N], 100 mL) was added, the organic layer was separated, treated with MgSO4, filtered and the solvent evaporated under reduced pressure to yi... The reactants are C(C)C1=C(OCC(COC(C2=CC=CC=C2)(C2=CC=CC=C2)C2=CC=C(C=C2)OC)O)C=C(C=C1)CCCCCCCCCCCCCC (1-(2-ethyl-5-tetradecylphenoxy)-3-[(4-methoxyphenyl)diphenylmethoxy]-2-propanol), [H-].[Na+] (sodium hydride), C(C1=CC=CC=C1)Br (benzyl bromide). Solvent: CN(C=O)C (dimethylformamide), CN(C=O)C (dimethylformamide). Conditions: time 15 minute. Yields the product C(C)C1=C(C=C(C=C1)CCCCCCCCCCCCCC)OCC(COC(C1=CC=CC=C1)(C1=CC=CC=C1)C1=CC=C(C=C1)OC)OCC1=CC=CC=C1 (1-Ethyl-2-[3-[(4-methoxyphenyl)diphenylmethoxy]-2-(phenylmethoxy)propoxy]-4-tetradecylbenzene). Isolated yield 97.5%. RXN SMILES: [H-].[Na+].[CH2:3]([C:5]1[CH:37]=[CH:36][C:35]([CH2:38][CH2:39][CH2:40][CH2:41][CH2:42][CH2:43][CH2:44][CH2:45][CH2:46][CH2:47][CH2:48][CH2:49][CH2:50][CH3:51])=[CH:34][C:6]=1[O:7][CH2:8][CH:9]([OH:33])[CH2:10][O:11][C:12]([C:25]1[CH:30]=[CH:29][C:28]([O:31][CH3:32])=[CH:27][CH:26]=1)([C:19]1[CH:24]=[CH:23][CH:22]=[CH:21][CH:20]=1)[C:13]1[CH:18]=[CH:17][CH:16]=[CH:15][CH:14]=1)[CH3:4].[CH2:52](Br)[C:53]1[CH:58]=[CH:57][CH:56]=[CH:55][CH:54]=1>CN(C)C=O>[CH2:3]([C:5]1[CH:37]=[CH:36][C:35]([CH2:38][CH2:39][CH2:40][CH2:41][CH2:42][CH2:43][CH2:44][CH2:45][CH2:46][CH2:47][CH2:48][CH2:49][CH2:50][CH3:51])=[CH:34][C:6]=1[O:7][CH2:8][CH:9]([O:33][CH2:52][C:53]1[CH:58]=[CH:57][CH:56]=[CH:55][CH:54]=1)[CH2:10][O:11][C:12]([C:25]1[CH:26]=[CH:27][C:28]([O:31][CH3:32])=[CH:29][CH:30]=1)([C:19]1[CH:24]=[CH:23][CH:22]=[CH:21][CH:20]=1)[C:13]1[CH:14]=[CH:15][CH:16]=[CH:17][CH:18]=1)[CH3:4] |f:0.1|. Procedure details: To a suspension of 1.87 g of prewashed 50% sodium hydride in 50 ml of dimethylformamide was added a solution of 17.26 g of 1-(2-ethyl-5-tetradecylphenoxy)-3-[(4-methoxyphenyl)diphenylmethoxy]-2-propanol in 50 ml of dimethylformamide. This mixture was stirred for 15 minutes, then 5.79 g of benzyl bromide was added. This mixture was stirred 3 hours, quenched slowly with water and extracted several times with ether. The ether extracts were combined, washed with water, dried and the solvent removed,... Product: OCCCOC1=C(C=C2C(=CC=NC2=C1)OC=1C(=NC2=CC=CC=C2C1)C(C)=O)OC (1-{3-[7-(3-Hydroxy-propoxy)-6-methoxy-quinolin-4-yloxy]-quinolin-2-yl}-ethanone). The yield is 74.0%. Conditions: time 8 hour. Run in CN(C=O)C (N,N-dimethylformamide). Procedure: 1-[3-(7-Hydroxy-6-methoxy-quinolin-4-yloxy)-quinolin-2-yl]-ethanone (compound 390) (50 mg) was dissolved in N,N-dimethylformamide (2 ml) to prepare a solution. Potassium carbonate (58 mg) and 3-bromo-1-propanol (0.03 ml) were added to the solution, and the mixture was stirred at room temperature overnight. The solvent was removed by distillation under the reduced pressure, water was then added to the residue, and the mixture was extracted with chloroform. The chloroform layer was washed with sat... RXN SMILES: [OH:1][C:2]1[CH:11]=[C:10]2[C:5]([C:6]([O:12][C:13]3[C:14]([C:23](=[O:25])[CH3:24])=[N:15][C:16]4[C:21]([CH:22]=3)=[CH:20][CH:19]=[CH:18][CH:17]=4)=[CH:7][CH:8]=[N:9]2)=[CH:4][C:3]=1[O:26][CH3:27].C(=O)([O-])[O-].[K+].[K+].Br[CH2:35][CH2:36][CH2:37][OH:38]>CN(C)C=O>[OH:38][CH2:37][CH2:36][CH2:35][O:1][C:2]1[CH:11]=[C:10]2[C:5]([C:6]([O:12][C:13]3[C:14]([C:23](=[O:25])[CH3:24])=[N:15][C:16]4[C:21]([CH:22]=3)=[CH:20][CH:19]=[CH:18][CH:17]=4)=[CH:7][CH:8]=[N:9]2)=[CH:4][C:3]=1[O:26][CH3:27] |f:1.2.3|. Starting materials: OC1=C(C=C2C(=CC=NC2=C1)OC=1C(=NC2=CC=CC=C2C1)C(C)=O)OC (1-[3-(7-Hydroxy-6-methoxy-quinolin-4-yloxy)-quinolin-2-yl]-ethanone), OC1=C(C=C2C(=CC=NC2=C1)OC=1C(=NC2=CC=CC=C2C1)C(C)=O)OC (1-[3-(7-Hydroxy-6-methoxy-quinolin-4-yloxy)-quinolin-2-yl]-ethanone), C([O-])([O-])=O.[K+].[K+] (Potassium carbonate), BrCCCO (3-bromo-1-propanol). The reactants are CCCCc1ncc(C=C2C(=O)N(CCCC)C(=O)N2Cc2c(C)noc2C)n1Cc1ccc(C(=O)OC)cc1, Cc1noc(C)c1CCl, Cl, [K+], [K+], O=C([O-])[O-], CN(C)C=O. The product is CCCCc1ncc(C=C2C(=O)N(CCCC)C(=O)N2Cc2c(C)noc2C)n1Cc1ccc(C(=O)OC)cc1, Cl. RXN SMILES: [CH2:1]([CH2:2][CH2:3][CH3:4])[c:5]1[n:6]([CH2:30][c:31]2[cH:32][cH:33][c:34]([C:35](=[O:36])[O:37][CH3:38])[cH:39][cH:40]2)[c:7]([CH:10]=[C:11]2[N:12]([CH2:22][c:23]3[c:24]([CH3:29])[n:25][o:26][c:27]3[CH3:28])[C:13](=[O:21])[N:14]([CH2:17][CH2:18][CH2:19][CH3:20])[C:15]2=[O:16])[cH:8][n:9]1.[Cl:47][CH2:48][c:49]1[c:50]([CH3:51])[n:52][o:53][c:54]1[CH3:55].[ClH:56].[K+:41].[K+:42].[O-:43][C:44]([O-:45])=[O:46].[O:57]=[CH:58][N:59]([CH3:60])[CH3:61]>>[CH2:1]([CH2:2][CH2:3][CH3:4])[c:5]1[n:6]([CH2:30][c:31]2[cH:32][cH:33][c:34]([C:35](=[O:36])[O:37][CH3:38])[cH:39][cH:40]2)[c:7]([CH:10]=[C:11]2[N:12]([CH2:22][c:23]3[c:24]([CH3:29])[n:25][o:26][c:27]3[CH3:28])[C:13](=[O:21])[N:14]([CH2:17][CH2:18][CH2:19][CH3:20])[C:15]2=[O:16])[cH:8][n:9]1.[ClH:47].